Dataset: the Open Reaction Database (ORD), a public repository of structured organic reaction records. Task: describe an organic reaction: reactants, conditions, products, and yield Starting materials: CCOC(C)=O, O=S(=O)([O-])c1ccccc1I, [Na+], [Na+], [Na+], O=S(=O)([O-])[O-], OC1CCC2(CC1)OCCO2. The product is O=C1CCC2(CC1)OCCO2. RXN SMILES: [CH3:31][CH2:32][O:33][C:34](=[O:35])[CH3:36].[I:1][c:2]1[cH:3][cH:4][cH:5][cH:6][c:7]1[S:8]([O-:9])(=[O:10])=[O:11].[Na+:12].[Na+:13].[Na+:14].[O-:15][S:16](=[O:17])(=[O:18])[O-:19].[O:20]1[CH2:21][CH2:22][O:23][C:24]12[CH2:25][CH2:26][CH:27]([OH:30])[CH2:28][CH2:29]2>>[O:20]1[CH2:21][CH2:22][O:23][C:24]12[CH2:25][CH2:26][C:27](=[O:30])[CH2:28][CH2:29]2. Reactants: BrCc1ccccc1, [Li]CCCC, C1CCOC1, CN1CCN(C)C1=O, CCCCCC, CC(C)NC(C)C, [Cl-], [NH4+], O=C1CC(O)CO1. Yields the product O=C1OCC(O)C1Cc1ccccc1. As a reaction SMILES: [Br:26][CH2:27][c:28]1[cH:29][cH:30][cH:31][cH:32][cH:33]1.[CH2:14]([Li:15])[CH2:16][CH2:17][CH3:18].[CH2:44]1[O:45][CH2:46][CH2:47][CH2:48]1.[CH3:34][N:35]1[CH2:36][CH2:37][N:38]([CH3:39])[C:40]1=[O:41].[CH3:8][CH2:9][CH2:10][CH2:11][CH2:12][CH3:13].[CH:1]([NH:2][CH:3]([CH3:4])[CH3:5])([CH3:6])[CH3:7].[Cl-:42].[NH4+:43].[OH:19][CH:20]1[CH2:21][C:22](=[O:23])[O:24][CH2:25]1>>[OH:19][CH:20]1[CH:21]([CH2:27][c:28]2[cH:29][cH:30][cH:31][cH:32][cH:33]2)[C:22](=[O:23])[O:24][CH2:25]1. Yield: 64.9%. Conditions: temperature 0 celsius. Yields the product ClC1=C(C(=CC=C1C)Cl)NC1=C(C=CC=C1)C1=NNC(O1)=S (5-[2-[(2,6-Dichloro-3-methylphenyl)amino]phenyl]-1,3,4-oxadiazol-2(3H)-thione). As a reaction SMILES: [Cl:1][C:2]1[C:7]([CH3:8])=[CH:6][CH:5]=[C:4]([Cl:9])[C:3]=1[NH:10][C:11]1[CH:20]=[CH:19][CH:18]=[CH:17][C:12]=1[C:13]([NH:15][NH2:16])=[O:14].[C:21](=S)=[S:22].[OH-].[K+]>CO>[Cl:1][C:2]1[C:7]([CH3:8])=[CH:6][CH:5]=[C:4]([Cl:9])[C:3]=1[NH:10][C:11]1[CH:20]=[CH:19][CH:18]=[CH:17][C:12]=1[C:13]1[O:14][C:21](=[S:22])[NH:16][N:15]=1 |f:2.3|. The reactants are C(=S)=S (Carbon disulfide), ClC1=C(C(=CC=C1C)Cl)NC1=C(C(=O)NN)C=CC=C1 (2-[(2,6-Dichloro-3-methylphenyl)amino]-benzoic acid, hydrazide), [OH-].[K+] (potassium hydroxide). Run in CO (methanol). Procedure: 2-[(2,6-Dichloro-3-methylphenyl)amino]-benzoic acid, hydrazide (1.172 g, 3.78 mmol) is dissolved in 20 ml of methanol, and the solution is cooled to 0° C. Carbon disulfide (520 μl, 8.82 mmol) is added, followed by potassium hydroxide (266.0 mg, 4.03 mmol). The solution is heated at reflux for seven hours and allowed to cool to room temperature overnight. The solution is concentrated in vacuo and the residue dissolved in water. The aqueous solution is acidified with 1N hydrochloric acid and the r... Run in O (water). Reported procedure: 13.68 g (114.8 mmol) of dimethylformamide-dimethylacetal (under nitrogen) is added to 20.0 g (99.83 mmol) of 1,4,8,11-tetraazacyclotetradecane in 200 ml of absolute toluene. It is refluxed slowly and the solvent is distilled off in this way. Then, it is concentrated by evaporation under reduced pressure. The residue is cooled to room temperature. 6.36 g (119.8 mmol) of acrylic acid nitrile is instilled under a nitrogen atmosphere and heated slowly to 75° C. It is stirred for 9 hours at this temp... Reaction SMILES: COC(OC)[N:4]([CH3:6])C.[NH:9]1[CH2:22][CH2:21][CH2:20][NH:19][CH2:18][CH2:17][NH:16][CH2:15][CH2:14][CH2:13][NH:12][CH2:11][CH2:10]1.CO.[OH-].[Na+].[C:27]1(C)C=CC=C[CH:28]=1>O>[C:6]([CH2:27][CH2:28][N:9]1[CH2:22][CH2:21][CH2:20][NH:19][CH2:18][CH2:17][NH:16][CH2:15][CH2:14][CH2:13][NH:12][CH2:11][CH2:10]1)#[N:4] |f:3.4|. Starting materials: CO (methanol), [OH-].[Na+] (sodium hydroxide), COC(N(C)C)OC (dimethylformamide-dimethylacetal), N1CCNCCCNCCNCCC1 (1,4,8,11-tetraazacyclotetradecane), C1(=CC=CC=C1)C (toluene), acrylic acid nitrile. Reaction conditions: time 9 hour. Product: C(#N)CCN1CCNCCCNCCNCCC1 (11-(2-Cyanoethyl)-1,4,8,11-tetraazacyclotetradecane). Reactants: [H][H] (hydrogen), C(\C=C/C(=O)O)(=O)O.CN1CC(C[C@@H]2C=3C=CC=C4NC=C(C[C@@H]12)C34)=O (6-methyl-8-oxo-ergoline hydrogen maleate), NC=1C=NC=CC1 (3-aminopyridine), C (charcoal). The reagents and catalysts are [Pd] (palladium). The solvent is CO (methanol). Yields the product CN1CC(C[C@@H]2C=3C=CC=C4NC=C(C[C@@H]12)C34)NC=3C=NC=CC3 (6-methyl-8-(3-pyridylamino)ergoline). RXN SMILES: C(O)(=O)/C=C\C(O)=O.[CH3:9][N:10]1[C@H:24]2[C@@H:14]([C:15]3[CH:16]=[CH:17][CH:18]=[C:19]4[C:25]=3[C:22]([CH2:23]2)=[CH:21][NH:20]4)[CH2:13][C:12](=O)[CH2:11]1.[NH2:27][C:28]1[CH:29]=[N:30][CH:31]=[CH:32][CH:33]=1.C.[H][H]>CO.[Pd]>[CH3:9][N:10]1[C@H:24]2[C@@H:14]([C:15]3[CH:16]=[CH:17][CH:18]=[C:19]4[C:25]=3[C:22]([CH2:23]2)=[CH:21][NH:20]4)[CH2:13][CH:12]([NH:27][C:28]2[CH:29]=[N:30][CH:31]=[CH:32][CH:33]=2)[CH2:11]1 |f:0.1|. Procedure: 17.8 g of 6-methyl-8-oxo-ergoline hydrogen maleate and 23.5 g of 3-aminopyridine in 500 cc of methanol are hydrogenated with the addition of 12 g of 10% palladium on active charcoal under normal conditions. After the hydrogen take up is complete (approx. 120 hours), the catalyst is filtered off, the filtrate is concentrated in a vacuum at a water bath temperature of 60°, and the resulting residue is purified and separated by chromatography on a 30-fold quantity of silica gel with methylene chlor...